This data is from the Open Reaction Database (ORD), a public repository of structured organic reaction records. The task is: describe an organic reaction: reactants, conditions, products, and yield Starting materials: [BH3-]C#N, C=CCN1C(=O)N(C2CCNCC2)C2CCCCC21, CO, [Cl-], [Cl-], [Na+], CCOC(=O)N1CCC(=O)CC1, [Zn+2]. The product is C=CCN1C(=O)N(C2CCN(C3CCN(C(=O)OCC)CC3)CC2)C2CCCCC21. RXN SMILES: [C:32]([BH3-:33])#[N:34].[CH2:1]([CH:2]=[CH2:3])[N:4]1[C:5](=[O:19])[N:6]([CH:13]2[CH2:14][CH2:15][NH:16][CH2:17][CH2:18]2)[CH:7]2[CH:8]1[CH2:9][CH2:10][CH2:11][CH2:12]2.[CH3:36][OH:37].[Cl-:38].[Cl-:40].[Na+:35].[O:20]=[C:21]1[CH2:22][CH2:23][N:24]([C:27](=[O:28])[O:29][CH2:30][CH3:31])[CH2:25][CH2:26]1.[Zn+2:39]>>[CH2:1]([CH:2]=[CH2:3])[N:4]1[C:5](=[O:19])[N:6]([CH:13]2[CH2:14][CH2:15][N:16]([CH:21]3[CH2:22][CH2:23][N:24]([C:27](=[O:28])[O:29][CH2:30][CH3:31])[CH2:25][CH2:26]3)[CH2:17][CH2:18]2)[CH:7]2[CH:8]1[CH2:9][CH2:10][CH2:11][CH2:12]2.